From a dataset of the Open Reaction Database (ORD), a public repository of structured organic reaction records. describe an organic reaction: reactants, conditions, products, and yield The reactants are NC12OCCON1C(Nc1ccc3oc(CO)cc3c1)=NC=C2F, CC(C)C[Al+]CC(C)C, COC(=O)c1cc2cc(Nc3ncc(F)c(Nc4cccc(O)c4)n3)ccc2o1, [H-]. Product: OCc1cc2cc(Nc3ncc(F)c(Nc4cccc(O)c4)n3)ccc2o1. As a reaction SMILES: [CH2:1]1[CH2:2][O:3][C:4]2([NH2:5])[N:6]([C:7]([NH:8][c:9]3[cH:10][cH:11][c:12]4[o:13][c:14]([CH2:15][OH:16])[cH:17][c:18]4[cH:19]3)=[N:20][CH:21]=[C:22]2[F:23])[O:24]1.[CH2:55]([Al+:56][CH2:57][CH:58]([CH3:59])[CH3:60])[CH:61]([CH3:62])[CH3:63].[F:25][c:26]1[c:27]([NH:46][c:47]2[cH:48][c:49]([OH:53])[cH:50][cH:51][cH:52]2)[n:28][c:29]([NH:32][c:33]2[cH:34][cH:35][c:36]3[c:37]([cH:38][c:39]([C:41](=[O:42])[O:43][CH3:44])[o:40]3)[cH:45]2)[n:30][cH:31]1.[H-:54]>>[F:25][c:26]1[c:27]([NH:46][c:47]2[cH:48][c:49]([OH:53])[cH:50][cH:51][cH:52]2)[n:28][c:29]([NH:32][c:33]2[cH:34][cH:35][c:36]3[c:37]([cH:38][c:39]([CH2:41][OH:42])[o:40]3)[cH:45]2)[n:30][cH:31]1.